From a dataset of the Open Reaction Database (ORD), a public repository of structured organic reaction records. describe an organic reaction: reactants, conditions, products, and yield Starting materials: [Br-], C1CCOC1, CON(C)C(=O)c1ccnc(NC(=O)OC(C)(C)C)c1, C[Mg+]. The product is CC(=O)c1ccnc(NC(=O)OC(C)(C)C)c1. RXN SMILES: [Br-:21].[CH2:24]1[O:25][CH2:26][CH2:27][CH2:28]1.[CH3:1][O:2][N:3]([C:4](=[O:5])[c:6]1[cH:7][c:8]([NH:12][C:13]([O:14][C:15]([CH3:16])([CH3:17])[CH3:18])=[O:19])[n:9][cH:10][cH:11]1)[CH3:20].[CH3:22][Mg+:23]>>[C:4](=[O:5])([c:6]1[cH:7][c:8]([NH:12][C:13]([O:14][C:15]([CH3:16])([CH3:17])[CH3:18])=[O:19])[n:9][cH:10][cH:11]1)[CH3:22]. Starting materials: BrCC1=C(C=C(C=C1)F)/C=C/C(=O)OCC (Ethyl (E)-3-[2-(bromomethyl)-5-fluorophenyl]-2-propenoate), C1(=CC=CC=C1)COC=1C=C2C=CNC2=CC1 (5-(phenylmethoxy)indole). The product is C1(=CC=CC=C1)COC=1C=C2C=C(NC2=CC1)CC1=C(C=C(C=C1)F)/C=C/C(=O)OCC (Ethyl (E)-3-{2-[(5-(phenylmethoxy)indolyl)methyl]-5-fluorophenyl}-2-propenoate). Reaction SMILES: Br[CH2:2][C:3]1[CH:8]=[CH:7][C:6]([F:9])=[CH:5][C:4]=1/[CH:10]=[CH:11]/[C:12]([O:14][CH2:15][CH3:16])=[O:13].[C:17]1([CH2:23][O:24][C:25]2[CH:26]=[C:27]3[C:31](=[CH:32][CH:33]=2)[NH:30][CH:29]=[CH:28]3)[CH:22]=[CH:21][CH:20]=[CH:19][CH:18]=1>>[C:17]1([CH2:23][O:24][C:25]2[CH:26]=[C:27]3[C:31](=[CH:32][CH:33]=2)[NH:30][C:29]([CH2:2][C:3]2[CH:8]=[CH:7][C:6]([F:9])=[CH:5][C:4]=2/[CH:10]=[CH:11]/[C:12]([O:14][CH2:15][CH3:16])=[O:13])=[CH:28]3)[CH:18]=[CH:19][CH:20]=[CH:21][CH:22]=1. Procedure: The benzylic bromide of Step 2 (3.16 g; 11.0 mmol) was coupled with 5-(phenylmethoxy)indole according to the same procedure described in step 1 of example 2 to yield 2.27 g of the title compound.